This data is from the Open Reaction Database (ORD), a public repository of structured organic reaction records. The task is: describe an organic reaction: reactants, conditions, products, and yield Reactants: O (water), COC1=CC=C(C=C1)O (p-methoxyphenol), O1C(CN(CC2CO2)CC2=CC=CC=C2)C1 (N,N-bis(2,3-epoxypropyl)benzylamine), [Na] (sodium). Run in O1CCOCC1 (dioxane). Conditions: time 1 hour. Product: COC1=CC=C(OCC2OC(CN(C2)CC2=CC=CC=C2)CO)C=C1 (6-[(4-Methoxyphenoxy)methyl]-4-(phenylmethyl)-2-morpholinemethanol). Yield: 68.7%. As a reaction SMILES: [CH3:1][O:2][C:3]1[CH:8]=[CH:7][C:6]([OH:9])=[CH:5][CH:4]=1.[Na].[O:11]1[CH2:26][CH:12]1[CH2:13][N:14]([CH2:19][C:20]1[CH:25]=[CH:24][CH:23]=[CH:22][CH:21]=1)[CH2:15][CH:16]1[O:18][CH2:17]1.O>O1CCOCC1>[CH3:1][O:2][C:3]1[CH:8]=[CH:7][C:6]([O:9][CH2:17][CH:16]2[CH2:15][N:14]([CH2:19][C:20]3[CH:21]=[CH:22][CH:23]=[CH:24][CH:25]=3)[CH2:13][CH:12]([CH2:26][OH:11])[O:18]2)=[CH:5][CH:4]=1 |^1:9|. Procedure details: A solution of 6.21 g of p-methoxyphenol (0.05 mole) in 150 ml of dry dioxane is stirred under dry nitrogen and 0.4 g of finely cut sodium added. The mixture is stirred at room temperature for 1 hour and then 10.96 g of N,N-bis(2,3-epoxypropyl)benzylamine (0.05 mole) is added to the reaction mixture. The mixture is then heated at reflux for 18 hours, cooled to room temperature and poured into 300 ml of water. The aqueous mixture is extracted with 3×125 ml portions of chloroform. The CHCl3 extract...